This data is from the Open Reaction Database (ORD), a public repository of structured organic reaction records. The task is: describe an organic reaction: reactants, conditions, products, and yield The reactants are ClCCOC1=C(C=CC=C1)OC1=C(C=CC=C1)CCl (2-(2-chloroethoxy)-1-[2-(chloromethyl)phenoxy]benzene), CN (methylamine). Solvent: C(C)O (ethanol), C(C)O (ethanol). Reaction conditions: time 8 hour. Yields the product Cl.CN1CCOC2=C(OC3=C(C1)C=CC=C3)C=CC=C2 (6,7,8,9-tetrahydro-8-methyl-dibenzo[b,i][1,4,7]dioxazecine hydrochloride). The yield is 35.0%. RXN SMILES: [Cl:1][CH2:2][CH2:3][O:4][C:5]1[CH:10]=[CH:9][CH:8]=[CH:7][C:6]=1[O:11][C:12]1[CH:17]=[CH:16][CH:15]=[CH:14][C:13]=1[CH2:18]Cl.[CH3:20][NH2:21]>C(O)C>[ClH:1].[CH3:20][N:21]1[CH2:18][C:13]2[CH:14]=[CH:15][CH:16]=[CH:17][C:12]=2[O:11][C:6]2[CH:7]=[CH:8][CH:9]=[CH:10][C:5]=2[O:4][CH2:3][CH2:2]1 |f:3.4|. Procedure: A solution of 6.2 g of 2-(2-chloroethoxy)-1-[2-(chloromethyl)phenoxy]benzene in 310 ml ethanol was added at room temperature in 45 min to a solution of 80 ml of methylamine in 1.2 1 of abs. ethanol. The mixture was stirred overnight, concentrated and dissolved in 100 ml of dimethyl sulphoxide. 18.6 ml of triethylamine were added and the reaction mixture was heated to 90°-100° C. and stirred overnight. After cooling the mixture was poured into 4.5 1 of ice water and extracted with 3×600 ml of dic...